Dataset: the Open Reaction Database (ORD), a public repository of structured organic reaction records. Task: describe an organic reaction: reactants, conditions, products, and yield The reactants are carboxylic acid, C(#N)C=1C=C2C(CCOC2=CC1OC1=CC=C(C(=O)O)C=C1)C(=O)OC (4-(6-cyano-4-(methoxycarbonyl)chroman-7-yloxy)benzoic acid), C(C)(C)(C)C1CCC(CC1)N (4-tert-Butylcyclohexylamine). Product: C(C)(C)(C)C1CCC(CC1)NC(=O)C1=CC=C(OC2=C(C=C3C(CCOC3=C2)C(=O)OC)C#N)C=C1 (methyl 7-(4-(4-tert-butylcyclohexylcarbamoyl)phenoxy)-6-cyanochroman-4-carboxylate). Isolated yield 97.0%. Reaction SMILES: [C:1]([C:3]1[CH:4]=[C:5]2[C:10](=[CH:11][C:12]=1[O:13][C:14]1[CH:22]=[CH:21][C:17]([C:18]([OH:20])=O)=[CH:16][CH:15]=1)[O:9][CH2:8][CH2:7][CH:6]2[C:23]([O:25][CH3:26])=[O:24])#[N:2].[C:27]([CH:31]1[CH2:36][CH2:35][CH:34]([NH2:37])[CH2:33][CH2:32]1)([CH3:30])([CH3:29])[CH3:28]>>[C:27]([CH:31]1[CH2:32][CH2:33][CH:34]([NH:37][C:18]([C:17]2[CH:16]=[CH:15][C:14]([O:13][C:12]3[CH:11]=[C:10]4[C:5]([CH:6]([C:23]([O:25][CH3:26])=[O:24])[CH2:7][CH2:8][O:9]4)=[CH:4][C:3]=3[C:1]#[N:2])=[CH:22][CH:21]=2)=[O:20])[CH2:35][CH2:36]1)([CH3:30])([CH3:28])[CH3:29]. Procedure: Prepared according to Example 110, Step A where the reacting carboxylic acid replacing 4-(6-chloro-4-(ethoxycarbonyl)chroman-7-yloxy)benzoic acid with 4-(6-cyano-4-(methoxycarbonyl)chroman-7-yloxy)benzoic acid and replacing 2-(benzo[d][1,3]dioxol-5-yl)ethanamine with 4-tert-Butylcyclohexylamine to provide the title compound (73 mg, 97% yield) as a solid. The reactants are COC(C(C1=CC=C(C=C1)O)=O)=O (4-hydroxy-alpha-oxobenzeneacetic acid methyl ester), S(C)(=O)(=O)[O-] (mesylate), C1(=CC=CC=C1)OCCOCCO (diethyleneglycol monophenyl ether), [H-].[Na+] (sodium hydride). Run in CN(C=O)C (dimethylformamide). Conditions: temperature 60 celsius, time 15 minute. The product is COC(C(C1=CC=C(C=C1)OCCOCCOC1=CC=CC=C1)=O)=O (4-[[2-[[2-(phenoxy)ethyl]oxy]ethyl]oxy]-alpha-oxobenzeneacetic acid methyl ester). The yield is 65.0%. RXN SMILES: [CH3:1][O:2][C:3](=[O:13])[C:4](=[O:12])[C:5]1[CH:10]=[CH:9][C:8]([OH:11])=[CH:7][CH:6]=1.[H-].[Na+].S([O-])(=O)(=O)C.[C:21]1([O:27][CH2:28][CH2:29][O:30][CH2:31][CH2:32]O)[CH:26]=[CH:25][CH:24]=[CH:23][CH:22]=1>CN(C)C=O>[CH3:1][O:2][C:3](=[O:13])[C:4](=[O:12])[C:5]1[CH:10]=[CH:9][C:8]([O:11][CH2:32][CH2:31][O:30][CH2:29][CH2:28][O:27][C:21]2[CH:26]=[CH:25][CH:24]=[CH:23][CH:22]=2)=[CH:7][CH:6]=1 |f:1.2|. Reported procedure: A stirred mixture of 4-hydroxy-alpha-oxobenzeneacetic acid methyl ester (0.724 g) in dimethylformamide (10 mL) under argon was treated with 55% sodium hydride (0.175 g), stirred for 15 minutes and treated with the mesylate of diethyleneglycol monophenyl ether (1.56 g). The mixture was heated at 60° C. overnight and worked up as in Example 20. The material was purified by HPLC (dichloromethane-ethyl acetate; 50:1) and crystallized from dichloromethane-hexane to provide 0.9 g of 4-[[2-[[2-(phenoxy... Starting materials: Cl.CC(C(N)=N)(C)C1=CC(=CC=C1)C(F)(F)F (2-methyl 2-[3-(trifluoromethyl)phenyl]propaneimidamide hydrochloride), C[O-].[Na+] (sodium methoxide), ClC1=CC=C(C=C1)C1=NN(C(N1C1CC1)=O)CC(=O)NN (2-[3-(4-Chlorophenyl)-4-cyclopropyl-5-oxo-4,5-dihydro-1H-1,2,4-triazol-1-yl]acetohydrazide). Run in CN(C)C=O (DMF). Reaction conditions: temperature 180 celsius, time 2 hour. Product: ClC1=CC=C(C=C1)C=1N(C(N(N1)CC1=NN=C(N1)C(C)(C)C1=CC(=CC=C1)C(F)(F)F)=O)C1CC1 (5-(4-Chlorophenyl)-4-cyclopropyl-2-[(5-{2-[3-(trifluoromethyl)phenyl]propan-2-yl}-4H-1,2,4-triazol-3-yl)methyl]-2,4-dihydro-3H-1,2,4-triazol-3-one). As a reaction SMILES: [Cl:1][C:2]1[CH:7]=[CH:6][C:5]([C:8]2[N:12]([CH:13]3[CH2:15][CH2:14]3)[C:11](=[O:16])[N:10]([CH2:17][C:18]([NH:20][NH2:21])=O)[N:9]=2)=[CH:4][CH:3]=1.Cl.[CH3:23][C:24]([C:29]1[CH:34]=[CH:33][CH:32]=[C:31]([C:35]([F:38])([F:37])[F:36])[CH:30]=1)([CH3:28])[C:25](=N)[NH2:26].C[O-].[Na+]>CN(C=O)C>[Cl:1][C:2]1[CH:7]=[CH:6][C:5]([C:8]2[N:12]([CH:13]3[CH2:15][CH2:14]3)[C:11](=[O:16])[N:10]([CH2:17][C:18]3[NH:26][C:25]([C:24]([C:29]4[CH:34]=[CH:33][CH:32]=[C:31]([C:35]([F:36])([F:38])[F:37])[CH:30]=4)([CH3:28])[CH3:23])=[N:21][N:20]=3)[N:9]=2)=[CH:4][CH:3]=1 |f:1.2,3.4|. Procedure: 42 mg (0.14 mmol) of the compound from Example 21A were dissolved in 1.2 ml of DMF, 40 mg (0.15 mmol) of 2-methyl 2-[3-(trifluoromethyl)phenyl]propaneimidamide hydrochloride and 9 mg (0.16 mmol) of sodium methoxide were added and the mixture was stirred in a microwave reactor at 180° C. for 2 h. After cooling to RT, the mixture was purified directly by preparative HPLC [Method 19]. This gave 2 mg (3% of theory) of the target compound as a colorless foam. The solvent is CN(C=O)C (dimethylformamide). The reactants are [Cl-].[Na+] (sodium chloride), NC=1SC=C(N1)CC(=O)N[C@H]1[C@@H]2N(C(=C(CS2)CSC2=NN=NN2CCN(C)C)C(=O)[O-])C1=O.[K+] (potassium 7β-[2-(2-aminothiazol-4-yl)acetamido]-3-[[[1-(2-dimethylaminoethyl)-1H-tetrazol-5-yl]thio]methyl]ceph-3-em-4-carboxylate), C(OC(C)I)(OC(C(C)C)C(C)C)=O (1-iodoethyl 2,4-dimethyl-3-pentyl carbonate), C(C)(=O)OCC (ethyl acetate), ice. Product: NC=1SC=C(N1)CC(=O)N[C@H]1[C@@H]2N(C(=C(CS2)CSC2=NN=NN2CCN(C)C)C(=O)OC(C)OC(=O)OC(C(C)C)C(C)C)C1=O (1-(2,4-Dimethyl-3-pentyloxycarbonyloxy)ethyl 7β-[2-(2-aminothiazol-4-yl)acetamido]-3-[[[1-(2-dimethylaminoethyl)-1H-tetrazol-5-yl]thio]methyl]ceph-3-em-4-carboxylate). RXN SMILES: [NH2:1][C:2]1[S:3][CH:4]=[C:5]([CH2:7][C:8]([NH:10][C@@H:11]2[C:33](=[O:34])[N:13]3[C:14]([C:30]([O-:32])=[O:31])=[C:15]([CH2:18][S:19][C:20]4[N:24]([CH2:25][CH2:26][N:27]([CH3:29])[CH3:28])[N:23]=[N:22][N:21]=4)[CH2:16][S:17][C@H:12]23)=[O:9])[N:6]=1.[K+].[C:36](=[O:49])([O:41][CH:42]([CH:46]([CH3:48])[CH3:47])[CH:43]([CH3:45])[CH3:44])[O:37][CH:38](I)[CH3:39].C(OCC)(=O)C.[Cl-].[Na+]>CN(C)C=O>[NH2:1][C:2]1[S:3][CH:4]=[C:5]([CH2:7][C:8]([NH:10][C@@H:11]2[C:33](=[O:34])[N:13]3[C:14]([C:30]([O:32][CH:38]([O:37][C:36]([O:41][CH:42]([CH:43]([CH3:44])[CH3:45])[CH:46]([CH3:48])[CH3:47])=[O:49])[CH3:39])=[O:31])=[C:15]([CH2:18][S:19][C:20]4[N:24]([CH2:25][CH2:26][N:27]([CH3:29])[CH3:28])[N:23]=[N:22][N:21]=4)[CH2:16][S:17][C@H:12]23)=[O:9])[N:6]=1 |f:0.1,4.5|. Procedure details: A mixture of 1.78 g of 1-chloroethyl 2,4-dimethyl-3-pentyl carbonate and 5 g of sodium iodide is stirred in 30 ml of acetonitrile at 70° C. for 4 hours and concentrated. The residue is extracted with ether and concentrated to give crude 1-iodoethyl 2,4-dimethyl-3-pentyl carbonate. In 30 ml of dimethylformamide is dissolved 3.6 g of potassium 7β-[2-(2-aminothiazol-4-yl)acetamido]-3-[[[1-(2-dimethylaminoethyl)-1H-tetrazol-5-yl]thio]methyl]ceph-3-em-4-carboxylate, and with ice-cooling and stirring,... Starting materials: CC(C)C[Al+]CC(C)C, Cc1ccccc1, [Cl-], Cl, [H-], [NH4+], CCCCCCCCCCCC(CC(=O)OC(C)(C)C)OC1CCCCO1. Product: CCCCCCCCCCCC(CC=O)OC1CCCCO1. RXN SMILES: [CH2:29]([Al+:30][CH2:31][CH:32]([CH3:33])[CH3:34])[CH:35]([CH3:36])[CH3:37].[CH3:41][c:42]1[cH:43][cH:44][cH:45][cH:46][cH:47]1.[Cl-:38].[ClH:40].[H-:28].[NH4+:39].[O:1]1[CH:2]([O:7][CH:8]([CH2:9][C:10](=[O:11])[O:12][C:13]([CH3:14])([CH3:15])[CH3:16])[CH2:17][CH2:18][CH2:19][CH2:20][CH2:21][CH2:22][CH2:23][CH2:24][CH2:25][CH2:26][CH3:27])[CH2:3][CH2:4][CH2:5][CH2:6]1>>[O:1]1[CH:2]([O:7][CH:8]([CH2:9][CH:10]=[O:11])[CH2:17][CH2:18][CH2:19][CH2:20][CH2:21][CH2:22][CH2:23][CH2:24][CH2:25][CH2:26][CH3:27])[CH2:3][CH2:4][CH2:5][CH2:6]1. Reactants: CC(C)(C)OC(=O)N1CCC(n2cc(B3OC(C)(C)C(C)(C)O3)cn2)CC1, Cl, C1COCCO1. Product: Cl, CC1(C)OB(c2cnn(C3CCNCC3)c2)OC1(C)C. Reaction SMILES: [C:1]([O:2][C:3](=[O:4])[N:8]1[CH2:9][CH2:10][CH:11]([n:14]2[n:15][cH:16][c:17]([B:19]3[O:20][C:21]([CH3:26])([CH3:27])[C:22]([CH3:24])([CH3:25])[O:23]3)[cH:18]2)[CH2:12][CH2:13]1)([CH3:5])([CH3:6])[CH3:7].[ClH:28].[O:29]1[CH2:30][CH2:31][O:32][CH2:33][CH2:34]1>>[ClH:28].[NH:8]1[CH2:9][CH2:10][CH:11]([n:14]2[n:15][cH:16][c:17]([B:19]3[O:20][C:21]([CH3:26])([CH3:27])[C:22]([CH3:24])([CH3:25])[O:23]3)[cH:18]2)[CH2:12][CH2:13]1.